This data is from the Open Reaction Database (ORD), a public repository of structured organic reaction records. The task is: describe an organic reaction: reactants, conditions, products, and yield Reactants: C1N2CN3CN1CN(C2)C3, CC(=O)OC(C)=O, CC1Cc2c(ccc3c2CCCC3)C1=O, CCOC(C)=O, [Na+], [OH-], O, O=S(=O)(O)O, CCC(=O)c1ccc2c(c1)CCCC2. Product: CC1Cc2cc3c(cc2C1=O)CCCC3. As a reaction SMILES: [CH2:15]1[N:16]2[CH2:17][N:18]3[CH2:19][N:20]([CH2:21]2)[CH2:22][N:23]1[CH2:24]3.[CH3:25][C:26]([O:27][C:28](=[O:29])[CH3:30])=[O:31].[CH3:39][CH:40]1[C:41](=[O:53])[c:42]2[c:43]([c:44]3[c:49]([cH:50][cH:51]2)[CH2:48][CH2:47][CH2:46][CH2:45]3)[CH2:52]1.[CH3:55][CH2:56][O:57][C:58](=[O:59])[CH3:60].[Na+:33].[OH-:32].[OH2:54].[S:34](=[O:35])(=[O:36])([OH:37])[OH:38].[cH:1]1[c:2]2[c:7]([cH:8][cH:9][c:10]1[C:11](=[O:12])[CH2:13][CH3:14])[CH2:6][CH2:5][CH2:4][CH2:3]2>>[CH3:39][CH:40]1[C:41](=[O:53])[c:42]2[c:43]([cH:44][c:49]3[c:50]([cH:51]2)[CH2:45][CH2:46][CH2:47][CH2:48]3)[CH2:52]1. The reactants are ClC1=CC=C(C=C1)S(=O)(=O)NC=1C=CC(=C(C(=O)OCC)C1)OC=1C=C(C=NC1)Cl (ethyl 5-(4-chlorobenzenesulfonamido)-2-(3-chloro-5-pyridyloxy)benzoate), [Li+].[OH-] (LiOH). Run in CO (MeOH), O (water). Reaction conditions: time 8 hour. Yields the product ClC1=CC=C(C=C1)S(=O)(=O)NC=1C=CC(=C(C(=O)O)C1)OC=1C=C(C=NC1)Cl (5-(4-chlorobenzenesulfonamido)-2-(3chloro-5-pyridyloxy)benzoic acid). As a reaction SMILES: [Cl:1][C:2]1[CH:7]=[CH:6][C:5]([S:8]([NH:11][C:12]2[CH:13]=[CH:14][C:15]([O:23][C:24]3[CH:25]=[C:26]([Cl:30])[CH:27]=[N:28][CH:29]=3)=[C:16]([CH:22]=2)[C:17]([O:19]CC)=[O:18])(=[O:10])=[O:9])=[CH:4][CH:3]=1.[Li+].[OH-]>CO.O>[Cl:1][C:2]1[CH:3]=[CH:4][C:5]([S:8]([NH:11][C:12]2[CH:13]=[CH:14][C:15]([O:23][C:24]3[CH:25]=[C:26]([Cl:30])[CH:27]=[N:28][CH:29]=3)=[C:16]([CH:22]=2)[C:17]([OH:19])=[O:18])(=[O:9])=[O:10])=[CH:6][CH:7]=1 |f:1.2|. Procedure: To a stirred solution of the product of Example 8 (81 mg, 0.170 mmol) in MeOH (3 mL) and water (1.0 mL) was added LiOH (89.6 mg, 3.74 mmol). The solution was stirred overnight and the solvent was evaporated to yield a white solid which was recrystallized from chloroform/ethanol. Isolated yield of the title compound: 46.5 mg, 61%. Starting materials: ClC1=CC=C(C=C1)C(CCC#N)C1=CNC2=C(C=CC=C12)CSC (4-(4-Chlorophenyl)-4-{7-[(methylsulfanyl)methyl]-1H-indol-3-yl}butanonitrile), CS(=O)CC=1C=CC=C2C(=CNC12)C(CCC#N)C1=CC=C(C=C1)C(F)(F)F (4-{7-[(Methylsulfinyl)methyl]-1H-indol-3-yl}-4-[4-(trifluoromethyl)phenyl]butanonitrile). Product: ClC1=CC=C(C=C1)C(CCC#N)C1=CNC2=C(C=CC=C12)CS(=O)C (4-(4-Chlorophenyl)-4-{7-[(methylsulfinyl)methyl]-1H-indol-3-yl}butanonitrile). As a reaction SMILES: [Cl:1][C:2]1[CH:7]=[CH:6][C:5]([CH:8]([C:13]2[C:21]3[C:16](=[C:17]([CH2:22][S:23][CH3:24])[CH:18]=[CH:19][CH:20]=3)[NH:15][CH:14]=2)[CH2:9][CH2:10][C:11]#[N:12])=[CH:4][CH:3]=1.CS(CC1C=CC=C2C=1NC=C2C(C1C=CC(C(F)(F)F)=CC=1)CCC#N)=[O:27]>>[Cl:1][C:2]1[CH:3]=[CH:4][C:5]([CH:8]([C:13]2[C:21]3[C:16](=[C:17]([CH2:22][S:23]([CH3:24])=[O:27])[CH:18]=[CH:19][CH:20]=3)[NH:15][CH:14]=2)[CH2:9][CH2:10][C:11]#[N:12])=[CH:6][CH:7]=1. Procedure details: The title compound was prepared starting from 85.0 mg (0.24 mmol) of the compound from Example 36 in analogy to the synthesis of the compound from Example 77. Purification by preparative HPLC (RP18 column; mobile phase: acetonitrile-water gradient with addition of 0.1% formic acid) resulted in 86 mg (97% of theory) of the title compound as mixture of diastereomers. The reactants are CCOC(C)=O, COCCOc1ccc(OCc2cc(Cl)ccc2B(O)O)cc1, COC=C(I)C(=O)OC, [K+], [K+], [K+], C1COCCO1, O, O=P([O-])([O-])[O-], [Pd], c1ccc(P(c2ccccc2)c2ccccc2)cc1, c1ccc(P(c2ccccc2)c2ccccc2)cc1, c1ccc(P(c2ccccc2)c2ccccc2)cc1, c1ccc(P(c2ccccc2)c2ccccc2)cc1. The product is COC=C(C(=O)OC)c1ccc(Cl)cc1COc1ccc(OCCOC)cc1. Reaction SMILES: [CH3:124][CH2:125][O:126][C:127](=[O:128])[CH3:129].[CH3:1][O:2][CH2:3][CH2:4][O:5][c:6]1[cH:7][cH:8][c:9]([O:10][CH2:11][c:12]2[c:13]([B:19]([OH:20])[OH:21])[cH:14][cH:15][c:16]([Cl:18])[cH:17]2)[cH:22][cH:23]1.[CH3:38][O:39][C:40]([C:41](=[CH:42][O:43][CH3:44])[I:45])=[O:46].[K+:29].[K+:30].[K+:31].[O:32]1[CH2:33][CH2:34][O:35][CH2:36][CH2:37]1.[OH2:130].[P:24]([O-:25])([O-:26])([O-:27])=[O:28].[Pd:47].[c:105]1([P:106]([c:107]2[cH:108][cH:109][cH:110][cH:111][cH:112]2)[c:113]2[cH:114][cH:115][cH:116][cH:117][cH:118]2)[cH:119][cH:120][cH:121][cH:122][cH:123]1.[c:48]1([P:49]([c:50]2[cH:51][cH:52][cH:53][cH:54][cH:55]2)[c:56]2[cH:57][cH:58][cH:59][cH:60][cH:61]2)[cH:62][cH:63][cH:64][cH:65][cH:66]1.[c:67]1([P:68]([c:69]2[cH:70][cH:71][cH:72][cH:73][cH:74]2)[c:75]2[cH:76][cH:77][cH:78][cH:79][cH:80]2)[cH:81][cH:82][cH:83][cH:84][cH:85]1.[c:86]1([P:87]([c:88]2[cH:89][cH:90][cH:91][cH:92][cH:93]2)[c:94]2[cH:95][cH:96][cH:97][cH:98][cH:99]2)[cH:100][cH:101][cH:102][cH:103][cH:104]1>>[CH3:1][O:2][CH2:3][CH2:4][O:5][c:6]1[cH:7][cH:8][c:9]([O:10][CH2:11][c:12]2[c:13]([C:41]([C:40]([O:39][CH3:38])=[O:46])=[CH:42][O:43][CH3:44])[cH:14][cH:15][c:16]([Cl:18])[cH:17]2)[cH:22][cH:23]1.